Task: describe an organic reaction: reactants, conditions, products, and yield. Dataset: the Open Reaction Database (ORD), a public repository of structured organic reaction records RXN SMILES: [CH3:1][CH:2]([CH3:3])[O:4][c:5]1[c:6]2[c:10]([cH:11][cH:12][cH:13]1)[CH2:9][C:8]([C:14](=[O:15])[OH:16])([C:17]([OH:18])=[O:19])[CH2:7]2.[CH3:21][N:22]1[CH2:23][CH2:24][CH2:25][C:26]1=[O:27].[ClH:20]>>[CH3:1][CH:2]([CH3:3])[O:4][c:5]1[c:6]2[c:10]([cH:11][cH:12][cH:13]1)[CH2:9][CH:8]([C:14](=[O:15])[OH:16])[CH2:7]2. Product: CC(C)Oc1cccc2c1CC(C(=O)O)C2. Starting materials: CC(C)Oc1cccc2c1CC(C(=O)O)(C(=O)O)C2, CN1CCCC1=O, Cl. Reactants: C1COCCO1, O=[N+]([O-])c1ccccc1Cl, NP, CC(=O)[O-], CC(=O)[O-], OB(O)c1ccccc1, [Pd+2]. RXN SMILES: [CH2:22]1[O:23][CH2:24][CH2:25][O:26][CH2:27]1.[Cl:1][c:2]1[c:3]([N+:8](=[O:9])[O-:10])[cH:4][cH:5][cH:6][cH:7]1.[NH2:20][PH2:21].[O-:29][C:30]([CH3:31])=[O:32].[O-:33][C:34]([CH3:35])=[O:36].[OH:11][B:12]([OH:13])[c:14]1[cH:15][cH:16][cH:17][cH:18][cH:19]1.[Pd+2:28]>>[c:2]1(-[c:14]2[cH:15][cH:16][cH:17][cH:18][cH:19]2)[c:3]([N+:8](=[O:9])[O-:10])[cH:4][cH:5][cH:6][cH:7]1. The product is O=[N+]([O-])c1ccccc1-c1ccccc1. Starting materials: C(C1=CC=CC=C1)N1C=2CCCCC2C=2C=C(C=CC12)C1=CC=C(C=C1)O (4-(9-benzyl-6,7,8,9-tetrahydro-5H-carbazol-3-yl)-phenol), C(=O)([O-])[O-].[K+].[K+] (K2CO3), BrCC#N (bromoacetonitrile). Run in CC(=O)C (acetone). Product: C(C1=CC=CC=C1)N1C=2CCCCC2C=2C=C(C=CC12)C1=CC=C(OCC#N)C=C1 ([4-(9-Benzyl-6,7,8,9-tetrahydro-5H-carbazol-3-yl)-phenoxy]-acetonitrile), product. Yield: 78.9%. RXN SMILES: [CH2:1]([N:8]1[C:20]2[CH:19]=[CH:18][C:17]([C:21]3[CH:26]=[CH:25][C:24]([OH:27])=[CH:23][CH:22]=3)=[CH:16][C:15]=2[C:14]2[CH2:13][CH2:12][CH2:11][CH2:10][C:9]1=2)[C:2]1[CH:7]=[CH:6][CH:5]=[CH:4][CH:3]=1.C([O-])([O-])=O.[K+].[K+].Br[CH2:35][C:36]#[N:37]>CC(C)=O>[CH2:1]([N:8]1[C:20]2[CH:19]=[CH:18][C:17]([C:21]3[CH:22]=[CH:23][C:24]([O:27][CH2:35][C:36]#[N:37])=[CH:25][CH:26]=3)=[CH:16][C:15]=2[C:14]2[CH2:13][CH2:12][CH2:11][CH2:10][C:9]1=2)[C:2]1[CH:3]=[CH:4][CH:5]=[CH:6][CH:7]=1 |f:1.2.3|. Procedure details: The desired product was prepared using a procedure similar to step 5 of example 3. Thus, 4-(9-benzyl-6,7,8,9-tetrahydro-5H-carbazol-3-yl)-phenol (0.421 g, 1.191 mmol) was reacted with K2CO3 (0.198 g, 1.429 mmol) and bromoacetonitrile (0.171 g, 1.429 mmol) in acetone to give the product (0.369 g, 0.940 mmol, 79%) as a white solid, mp 149-153° C. 1H NMR (DMSO-d6) δ 1.79-1.86 (m, 4H), 2.63-2.72 (m, 4H), 5.19 (s, 2H), 5.34 (s, 2H), 7.04 (d, J=7.5 Hz, 2H), 7.12 (d, J=7.5 Hz, 2H), 7.22 (t, J=7.2 Hz, 1... Reactants: CO, N#CCON=C(C(=O)O)c1csc(NC=O)n1, Cl. Product: N#CCON=C(C(=O)O)c1csc(N)n1. Reaction SMILES: [CH3:19][OH:20].[CH:1](=[O:2])[NH:3][c:4]1[s:5][cH:6][c:7]([C:9]([C:10](=[O:11])[OH:12])=[N:13][O:14][CH2:15][C:16]#[N:17])[n:8]1.[ClH:18]>>[NH2:3][c:4]1[s:5][cH:6][c:7]([C:9]([C:10](=[O:11])[OH:12])=[N:13][O:14][CH2:15][C:16]#[N:17])[n:8]1. As a reaction SMILES: [C:1]([CH3:2])([CH3:3])([CH3:4])[O:5][C:6]([NH:7][c:8]1[c:9]([N+:17](=[O:18])[O-:19])[cH:10][c:11]([C:15]#[N:16])[c:12]([F:14])[cH:13]1)=[O:20].[CH3:26][S:27]([CH3:28])=[O:29].[CH:21]([CH3:22])([CH3:23])[NH:24][CH3:25]>>[C:1]([CH3:2])([CH3:3])([CH3:4])[O:5][C:6]([NH:7][c:8]1[c:9]([N+:17](=[O:18])[O-:19])[cH:10][c:11]([C:15]#[N:16])[c:12]([N:24]([CH:21]([CH3:22])[CH3:23])[CH3:25])[cH:13]1)=[O:20]. Reactants: CC(C)(C)OC(=O)Nc1cc(F)c(C#N)cc1[N+](=O)[O-], CS(C)=O, CNC(C)C. Product: CC(C)N(C)c1cc(NC(=O)OC(C)(C)C)c([N+](=O)[O-])cc1C#N. Starting materials: FC=1C=C(C=CC1)C1=NN2C(C=CC(=C2)C(F)(F)F)=C1C1=CC=C(C=C1)S(=O)(=O)NC(CCC(=O)OC)=O (methyl 4-[({4-[2-(3-fluorophenyl)-6-(trifluoromethyl)pyrazolo[1,5-a]pyridin-3-yl]phenyl}sulfonyl)amino]-4-oxobutanoate), [OH-].[Na+] (sodium hydroxide). Solvent: CO (methanol). Yields the product FC=1C=C(C=CC1)C1=NN2C(C=CC(=C2)C(F)(F)F)=C1C1=CC=C(C=C1)S(=O)(=O)NC(CCC(=O)O)=O (4-[({4-[2-(3-Fluorophenyl)-6-(trifluoromethyl)pyrazolo[1,5-a]pyridin-3-yl]phenyl}sulfonyl)amino]-4-oxobutanoic acid). The yield is 2.1%. Reaction SMILES: [F:1][C:2]1[CH:3]=[C:4]([C:8]2[C:20]([C:21]3[CH:26]=[CH:25][C:24]([S:27]([NH:30][C:31](=[O:38])[CH2:32][CH2:33][C:34]([O:36]C)=[O:35])(=[O:29])=[O:28])=[CH:23][CH:22]=3)=[C:11]3[CH:12]=[CH:13][C:14]([C:16]([F:19])([F:18])[F:17])=[CH:15][N:10]3[N:9]=2)[CH:5]=[CH:6][CH:7]=1.[OH-].[Na+]>CO>[F:1][C:2]1[CH:3]=[C:4]([C:8]2[C:20]([C:21]3[CH:22]=[CH:23][C:24]([S:27]([NH:30][C:31](=[O:38])[CH2:32][CH2:33][C:34]([OH:36])=[O:35])(=[O:28])=[O:29])=[CH:25][CH:26]=3)=[C:11]3[CH:12]=[CH:13][C:14]([C:16]([F:19])([F:17])[F:18])=[CH:15][N:10]3[N:9]=2)[CH:5]=[CH:6][CH:7]=1 |f:1.2|. Procedure: A solution of methyl 4-[({4-[2-(3-fluorophenyl)-6-(trifluoromethyl)pyrazolo[1,5-a]pyridin-3-yl]phenyl}sulfonyl)amino]-4-oxobutanoate (0.1 g 0.1 8 mmol) in methanol (20 ml) was heated under reflux with 2M sodium hydroxide (0.45 ml 0.9 mmol) for 24 hr. The solvent was removed and the resulting solid was dissolved in water (20 ml) and the pH was adjusted to 2 with 2M hydrochloric acid. The liberated solid was extracted into ethyl acetate (3×20 ml) and the combined extracts were washed with water (2... Starting materials: CC1(C(C1(C)C)C(=O)Cl)C (2,2,3,3-tetramethylcyclopropanecarbonyl chloride), NC1=CC=CC=C1 (aniline). Run in C(Cl)Cl (CH2Cl2), C(Cl)Cl (CH2Cl2), C(Cl)Cl (CH2Cl2). Conditions: time 6 hour. Yields the product C1(=CC=CC=C1)NC(=O)C1C(C1(C)C)(C)C (N-Phenyl-2,2,3,3-tetramethylcyclopropanecarboxamide). Yield: 50.7%. As a reaction SMILES: [CH3:1][C:2]1([CH3:10])[C:4]([CH3:6])([CH3:5])[CH:3]1[C:7](Cl)=[O:8].[NH2:11][C:12]1[CH:17]=[CH:16][CH:15]=[CH:14][CH:13]=1>C(Cl)Cl>[C:12]1([NH:11][C:7]([CH:3]2[C:2]([CH3:10])([CH3:1])[C:4]2([CH3:6])[CH3:5])=[O:8])[CH:17]=[CH:16][CH:15]=[CH:14][CH:13]=1. Procedure details: A solution of 2,2,3,3-tetramethylcyclopropanecarbonyl chloride (1.60 g, 10 mmole) in CH2Cl2 (5 ml) was added dropwise to a solution of aniline (2.8 g, 30 mmole) in CH2Cl2 (10 ml), while maintaining the temperature at 10°-20° C. The reaction mixture was stirred for 6 hours at room temperature, diluted with CH2Cl2 (15 ml) and washed successively with H2O (2×10 ml), 1N HCl (2×10 ml), H2O (20 ml) saturated NaCl (2×15 ml). The organic layer was separated, dried over MgSO4, and evaporated to dryness u... The reactants are NC1=CC=C(C=C1)CCO (2-(4-aminophenyl)ethanol), [OH-].[K+] (KOH), C(CCC)C1=C(C(O)=CC=C1)O (butylcatechol). Run in O (water). Conditions: temperature 240 celsius. Product: NC1=CC=C(C=C)C=C1 (4-aminostyrene). RXN SMILES: [NH2:1][C:2]1[CH:7]=[CH:6][C:5]([CH2:8][CH2:9]O)=[CH:4][CH:3]=1.[OH-].[K+].C(C1C=CC=C(O)C=1O)CCC>O>[NH2:1][C:2]1[CH:7]=[CH:6][C:5]([CH:8]=[CH2:9])=[CH:4][CH:3]=1 |f:1.2|. Procedure: A mixture of 2-(4-aminophenyl)ethanol (10 g, 73 mmol), KOH (25 g, 450 mmol) and t butylcatechol (0.1 g) was heated at 240° C./40 mmHg in a flask fitted with a water-cooled condenser for 90 minutes. The contents of the flask were then distilled into a receiver vessel as a clear, 2-phase system which sodified as white crystals on standing. The solid was extracted with 50 ml diethyl ether, washed twice with 25 ml distilled water and the organic phase separated. After drying for 2 hours over NaOH pe...